From a dataset of the Open Reaction Database (ORD), a public repository of structured organic reaction records. describe an organic reaction: reactants, conditions, products, and yield Reactants: C1(=CC=CC=C1)C=CC(=O)C1=CC=CC=C1 (chalcone), [Li] (lithium), IV, C(C)=O (acetaldehyde), C(C)#N (acetonitrile). Product: C(C)(=O)C=1C=NC=CC1 (3-acetylpyridine). As a reaction SMILES: C1(C=[CH:8][C:9]([C:11]2[CH:16]=C[CH:14]=[CH:13][CH:12]=2)=[O:10])C=CC=CC=1.[Li].C(=O)C.C(#[N:23])C>>[C:9]([C:11]1[CH:16]=[N:23][CH:14]=[CH:13][CH:12]=1)(=[O:10])[CH3:8] |^1:16|. Procedure details: In a variation on this chalcone procedure, the lithium compound IV can be reacted with acetonitrile or with acetaldehyde followed by oxidation to give the corresponding 3-acetylpyridine. This acetylpyridine is then reacted with an appropriate substituted aldehyde in a Claisen-Schmidt condensation to give a chalcone as described earlier although it would be an isomeric ("reverse") chalcone. That is, reduction of the carbonyl group of the chalcone would give an alcohol of type III which would be s... Starting materials: COC=1C=C(C(=O)N2[C@H](C[C@H](C3=CC=CC=C23)O)C)C=CC1OC (cis-1-(3,4-dimethoxybenzoyl)-2-methyl-1,2,3,4-tetrahydro-4-quinolinol), ClC=1C=C2CCCNC2=CC1 (6-chloro-1,2,3,4-tetrahydroquinoline). Yields the product ClC=1C=C2CCCN(C2=CC1)C1CC(N(C2=CC=CC=C12)C(C1=CC(=C(C=C1)OC)OC)=O)C (4-(6-Chloro-1,2,3,4-tetrahydroquinolin-1-yl)-1-(3,4-dimethoxybenzoyl)-2-methyl-1,2,3,4-tetrahydroquinoline). Isolated yield 37.1%. RXN SMILES: [CH3:1][O:2][C:3]1[CH:4]=[C:5]([CH:20]=[CH:21][C:22]=1[O:23][CH3:24])[C:6]([N:8]1[C:17]2[C:12](=[CH:13][CH:14]=[CH:15][CH:16]=2)[C@H:11](O)[CH2:10][C@@H:9]1[CH3:19])=[O:7].[Cl:25][C:26]1[CH:27]=[C:28]2[C:33](=[CH:34][CH:35]=1)[NH:32][CH2:31][CH2:30][CH2:29]2>>[Cl:25][C:26]1[CH:27]=[C:28]2[C:33](=[CH:34][CH:35]=1)[N:32]([CH:11]1[C:12]3[C:17](=[CH:16][CH:15]=[CH:14][CH:13]=3)[N:8]([C:6](=[O:7])[C:5]3[CH:20]=[CH:21][C:22]([O:23][CH3:24])=[C:3]([O:2][CH3:1])[CH:4]=3)[CH:9]([CH3:19])[CH2:10]1)[CH2:31][CH2:30][CH2:29]2. Procedure: Starting with cis-1-(3,4-dimethoxybenzoyl)-2-methyl-1,2,3,4-tetrahydro-4-quinolinol (400 mg, 1.22 mmol) prepared in Reference Example 1 and 6-chloro-1,2,3,4-tetrahydroquinoline (614 mg, 3.66 mmol), the same procedure as shown in Example 1 was repeated to give the titled compound (216 mg, yield: 37%) as a colorless oil. (cis:trans=3.4:1) Starting materials: C(C)N1N=C(C(=C1)C=O)C (ethyl 3-methyl-1H-pyrazole-4-carbaldehyde), C([O-])([O-])=O.[K+].[K+] (potassium carbonate), ClC1=NC=CC(=N1)Cl (2,4-dichloropyrimidine). The solvent is CN(C=O)C (N,N-dimethylformamide), C(C)(=O)OCC (ethyl acetate). Conditions: time 14 hour. The product is ClC1=NC=CC(=N1)N1N=C(C(=C1)C=O)C (1-(2-chloropyrimidin-4-yl)-3-methyl-1H-pyrazole-4-carbaldehyde). Yield: 42.4%. Reaction SMILES: [CH2:1]([N:3]1[CH:7]=[C:6]([CH:8]=[O:9])[C:5]([CH3:10])=[N:4]1)[CH3:2].C(=O)([O-])[O-].[K+].[K+].[Cl:17][C:18]1[N:23]=C(Cl)C=[CH:20][N:19]=1>CN(C)C=O.C(OCC)(=O)C>[Cl:17][C:18]1[N:23]=[C:1]([N:3]2[CH:7]=[C:6]([CH:8]=[O:9])[C:5]([CH3:10])=[N:4]2)[CH:2]=[CH:20][N:19]=1 |f:1.2.3|. Reported procedure: To a solution of ethyl 3-methyl-1H-pyrazole-4-carbaldehyde (6.4 g, 58.0 mmol) in 60 mL of anhydrous N,N-dimethylformamide were added potassium carbonate (10.8 g, 77.8 mmol) and 2,4-dichloropyrimidine (8.64 g, 58.0 mmol) at room temperature. The resulting suspension was stirred for 14 hours at room temperature with monitoring a reaction with LC-MS or thin layer chromatography (TLC). The reaction mixture was diluted with ethyl acetate and washed with brine (×2). The collected organic layer was dri... The reactants are COC1=CC=C(CN(C2=NC(=NC(=N2)C)C=2C(=NC=C(C=O)C2)NC=2C=NC(=C(C2)F)OC)CC2=CC=C(C=C2)OC)C=C1 (5-(4-(bis(4-methoxybenzyl)amino)-6-methyl-1,3,5-triazin-2-yl)-6-(5-fluoro-6-methoxypyridin-3-ylamino)nicotinaldehyde), C(=O)(C(F)(F)F)O (TFA), S(=O)(=O)(C(F)(F)F)O (TfOH), S(=O)(=O)(C(F)(F)F)O (TfOH). The solvent is C(Cl)Cl (DCM). Reaction conditions: temperature 80 celsius, time 2.5 hour. The product is NC1=NC(=NC(=N1)C)C=1C(=NC=C(C=O)C1)NC=1C=NC(=C(C1)F)OC (5-(4-Amino-6-Methyl-1,3,5-Triazin-2-yl)-6-(5-Fluoro-6-Methoxypyridin-3-Ylamino)Nicotinaldehyde). RXN SMILES: COC1C=CC(C[N:8](CC2C=CC(OC)=CC=2)[C:9]2[N:14]=[C:13]([CH3:15])[N:12]=[C:11]([C:16]3[C:17]([NH:24][C:25]4[CH:26]=[N:27][C:28]([O:32][CH3:33])=[C:29]([F:31])[CH:30]=4)=[N:18][CH:19]=[C:20]([CH:23]=3)[CH:21]=[O:22])[N:10]=2)=CC=1.C(O)(C(F)(F)F)=O.S(O)(C(F)(F)F)(=O)=O>C(Cl)Cl>[NH2:8][C:9]1[N:14]=[C:13]([CH3:15])[N:12]=[C:11]([C:16]2[C:17]([NH:24][C:25]3[CH:26]=[N:27][C:28]([O:32][CH3:33])=[C:29]([F:31])[CH:30]=3)=[N:18][CH:19]=[C:20]([CH:23]=2)[CH:21]=[O:22])[N:10]=1. Procedure: A solution of 5-(4-(bis(4-methoxybenzyl)amino)-6-methyl-1,3,5-triazin-2-yl)-6-(5-fluoro-6-methoxypyridin-3-ylamino)nicotinaldehyde (380 mg, 0.638 mmol) in DCM (5 mL) was treated with TFA (6.0 mL, 78 mmol) and then TfOH (0.050 mL, 0.563 mmol). The solution was heated at 80° C. under a condenser. After 2.5 h, more TfOH (0.050 mL, 0.563 mmol) was added. After 24 h, the mixture was concentrated. The residue was azeotroped with toluene (10 mL) once. The mixture was suspended in 1:1 DMSO-water (5 mL e... The reactants are ClCC1=CC(=NC=C1)C1=CC(=C(C(=C1)OC)OC)OC (4-Chloromethyl-2-(3,4,5-trimethoxyphenyl)pyridine), N1CCNCC1 (piperazine), C([O-])([O-])=O.[K+].[K+] (potassium carbonate). Run in CN(C)C=O (DMF). Conditions: time 5 hour. Product: COC=1C=C(C=C(C1OC)OC)C1=NC=CC(=C1)CN1CCNCC1 (1-[[2-(3,4,5-trimethoxyphenyl)pyridin-4-yl]-methyl]piperazine). Reaction SMILES: Cl[CH2:2][C:3]1[CH:8]=[CH:7][N:6]=[C:5]([C:9]2[CH:14]=[C:13]([O:15][CH3:16])[C:12]([O:17][CH3:18])=[C:11]([O:19][CH3:20])[CH:10]=2)[CH:4]=1.[NH:21]1[CH2:26][CH2:25][NH:24][CH2:23][CH2:22]1.C(=O)([O-])[O-].[K+].[K+]>CN(C=O)C>[CH3:20][O:19][C:11]1[CH:10]=[C:9]([C:5]2[CH:4]=[C:3]([CH2:2][N:21]3[CH2:26][CH2:25][NH:24][CH2:23][CH2:22]3)[CH:8]=[CH:7][N:6]=2)[CH:14]=[C:13]([O:15][CH3:16])[C:12]=1[O:17][CH3:18] |f:2.3.4|. Procedure: 4-Chloromethyl-2-(3,4,5-trimethoxyphenyl)pyridine (13.52 g) and piperazine (11.89 g) were dissolved in DMF (100 mL), and to the solution potassium carbonate (15.89 g) was added. The mixture was stirred at room temperature for 5 hours. After the reaction mixture was concentrated under reduced pressure, chloroform was added to the residue, and the mixture was washed with water, dried over anhydrous magnesium sulfate and then concentrated under reduced pressure. The residue was purified by column c... The reactants are CCOC(=O)CBr, CN(C)C=O, [H-], [Na+], O, CCOC(=O)C1=C(O)c2cc3ccccc3n2CC1. The product is CCOC(=O)CC1(C(=O)OCC)CCn2c(cc3ccccc32)C1=O. RXN SMILES: [Br:22][CH2:23][C:24](=[O:25])[O:26][CH2:27][CH3:28].[CH3:30][N:31]([CH3:32])[CH:33]=[O:34].[H-:20].[Na+:21].[OH2:29].[OH:1][C:2]1=[C:3]([C:15](=[O:16])[O:17][CH2:18][CH3:19])[CH2:4][CH2:5][n:6]2[c:7]1[cH:8][c:9]1[cH:10][cH:11][cH:12][cH:13][c:14]21>>[O:1]=[C:2]1[C:3]([C:15](=[O:16])[O:17][CH2:18][CH3:19])([CH2:23][C:24](=[O:25])[O:26][CH2:27][CH3:28])[CH2:4][CH2:5][n:6]2[c:7]1[cH:8][c:9]1[cH:10][cH:11][cH:12][cH:13][c:14]21. Reactants: 11.11, O=C1C=C(OC2=C1C=CC(=C2)OCCCOC2=C(C=CC=C2)CCC)C(=O)O (4-oxo-7-(3-[2-propylphenoxy]propoxy)-4H-1-benzopyran-2-carboxylic acid), C([O-])(O)=O.[Na+] (sodium bicarbonate). Run in O (water). Yields the product 11.5, O=C1C=C(OC2=C1C=CC(=C2)OCCCOC2=C(C=CC=C2)CCC)C(=O)[O-].[Na+] (sodium 4-oxo-7-(3-[2-propylphenoxy]propoxy)-4H-1-benzopyran-2-carboxylate). As a reaction SMILES: [O:1]=[C:2]1[C:7]2[CH:8]=[CH:9][C:10]([O:12][CH2:13][CH2:14][CH2:15][O:16][C:17]3[CH:22]=[CH:21][CH:20]=[CH:19][C:18]=3[CH2:23][CH2:24][CH3:25])=[CH:11][C:6]=2[O:5][C:4]([C:26]([OH:28])=[O:27])=[CH:3]1.C(=O)(O)[O-].[Na+:33]>O>[O:1]=[C:2]1[C:7]2[CH:8]=[CH:9][C:10]([O:12][CH2:13][CH2:14][CH2:15][O:16][C:17]3[CH:22]=[CH:21][CH:20]=[CH:19][C:18]=3[CH2:23][CH2:24][CH3:25])=[CH:11][C:6]=2[O:5][C:4]([C:26]([O-:28])=[O:27])=[CH:3]1.[Na+:33] |f:1.2,4.5|. Procedure: A mixture of 11.11 parts of 4-oxo-7-(3-[2-propylphenoxy]propoxy)-4H-1-benzopyran-2-carboxylic acid and 2.4 parts of sodium bicarbonate in 200 parts of water was heated to effect solution. The solution was filtered and freeze dried to yield 11.5 parts of sodium 4-oxo-7-(3-[2-propylphenoxy]propoxy)-4H-1-benzopyran-2-carboxylate. Starting materials: CN=C=O, [Ca+2], [Cl-], [Cl-], NCCN1CCC(Nc2nc3ccccc3n2Cc2ccc(F)cc2)C1, C1CCOC1. The product is CNC(=O)NCCN1CCC(Nc2nc3ccccc3n2Cc2ccc(F)cc2)C1. As a reaction SMILES: [CH3:1][N:2]=[C:3]=[O:4].[Ca+2:32].[Cl-:31].[Cl-:33].[NH2:5][CH2:6][CH2:7][N:8]1[CH2:9][CH:10]([NH:13][c:14]2[n:15][c:16]3[c:17]([n:18]2[CH2:19][c:20]2[cH:21][cH:22][c:23]([F:26])[cH:24][cH:25]2)[cH:27][cH:28][cH:29][cH:30]3)[CH2:11][CH2:12]1.[O:34]1[CH2:35][CH2:36][CH2:37][CH2:38]1>>[CH3:1][NH:2][C:3](=[O:4])[NH:5][CH2:6][CH2:7][N:8]1[CH2:9][CH:10]([NH:13][c:14]2[n:15][c:16]3[c:17]([n:18]2[CH2:19][c:20]2[cH:21][cH:22][c:23]([F:26])[cH:24][cH:25]2)[cH:27][cH:28][cH:29][cH:30]3)[CH2:11][CH2:12]1.